Dataset: the Open Reaction Database (ORD), a public repository of structured organic reaction records. Task: describe an organic reaction: reactants, conditions, products, and yield Reactants: CC(C)(C)OC(=O)NCCOc1cc([N+](=O)[O-])ccc1C(=O)O, CN1CCOCC1, ClCCl, O=C(O)C(F)(F)F, CN(C)C=O, O, On1nnc2ccccc21. Yields the product O=C1NCCOc2cc([N+](=O)[O-])ccc21. As a reaction SMILES: [C:1]([O:2][C:3](=[O:5])[NH:8][CH2:9][CH2:10][O:11][c:12]1[c:13]([C:14]([OH:4])=[O:15])[cH:17][cH:18][c:19]([N+:21](=[O:22])[O-:23])[cH:20]1)([CH3:6])([CH3:7])[CH3:16].[CH3:31][N:32]1[CH2:33][CH2:34][O:35][CH2:36][CH2:37]1.[Cl:49][CH2:50][Cl:51].[F:24][C:25]([F:26])([F:27])[C:28]([OH:29])=[O:30].[O:52]=[CH:53][N:54]([CH3:55])[CH3:56].[OH2:38].[OH:39][n:40]1[c:41]2[cH:42][cH:43][cH:44][cH:45][c:46]2[n:47][n:48]1>>[NH:8]1[CH2:9][CH2:10][O:11][c:12]2[c:13]([cH:17][cH:18][c:19]([N+:21](=[O:22])[O-:23])[cH:20]2)[C:14]1=[O:15]. Starting materials: CC(=O)N1CCn2cccc2C1, C=O, Cl, N, C1COCCN1, O. Yields the product CC(=O)N1CCn2c(CN3CCOCC3)ccc2C1. As a reaction SMILES: [C:10]([CH3:11])(=[O:12])[N:13]1[CH2:14][c:15]2[n:16]([cH:19][cH:20][cH:21]2)[CH2:17][CH2:18]1.[CH2:8]=[O:9].[ClH:1].[NH3:22].[O:2]1[CH2:3][CH2:4][NH:5][CH2:6][CH2:7]1.[OH2:23]>>[O:2]1[CH2:3][CH2:4][N:5]([CH2:8][c:19]2[n:16]3[c:15]([cH:21][cH:20]2)[CH2:14][N:13]([C:10]([CH3:11])=[O:12])[CH2:18][CH2:17]3)[CH2:6][CH2:7]1. Starting materials: C(C)(=O)N1CCC2=CC(=CC=C12)S(=O)(=O)N (1-acetylindoline-5-sulfonamide), C(C)(=O)N1CCC2=CC(=CC=C12)S(=O)(=O)N (1-acetylindoline-5-sulfonamide), B.C1CCOC1 (BH3.THF). Run in C1CCOC1 (THF). Conditions: time 1 hour. The product is C(C)N1CCC2=CC(=CC=C12)S(=O)(=O)N (1-Ethylindoline-5-sulfonamide). The yield is 101.6%. As a reaction SMILES: [C:1]([N:4]1[C:12]2[C:7](=[CH:8][C:9]([S:13]([NH2:16])(=[O:15])=[O:14])=[CH:10][CH:11]=2)[CH2:6][CH2:5]1)(=O)[CH3:2].B.C1COCC1>C1COCC1>[CH2:1]([N:4]1[C:12]2[C:7](=[CH:8][C:9]([S:13]([NH2:16])(=[O:14])=[O:15])=[CH:10][CH:11]=2)[CH2:6][CH2:5]1)[CH3:2] |f:1.2|. Procedure details: To a suspension of 1-acetylindoline-5-sulfonamide (Intermediate 52A, 120 mg, 0.50 mmol) in THF (2.0 mL) was added BH3.THF (5.0 mL, 5.0 mmol, 1.0M solution in THF). The resulting reaction mixture was stirred at room temperature for 1 h, then quenched carefully with MeOH and concentrated in vacuo to give the title compound (115 mg, 100%) as a white solid. 1H NMR (CD3OD) δ 7.56 (dd, J=8.4, 2.0 Hz, 1H), 7.48 (d, J=1.6 Hz, 1H), 6.46-6.44 (m, 1H), 3.51 (t, J=8.6 Hz, 2H), 3.24-3.20 (m, 2H), 2.99 (t, J=... Reactants: C(C)C1(NC(CC(C1C)=O)(C)CC)C (2,6-diethyl-2,3,6-trimethyl-4-oxopiperidine), C(C)O (ethanol). Reaction conditions: temperature 50 celsius, time 2 hour. Product: C(C)C1(NC(CC(C1C)O)(C)CC)C (2,6-diethyl-2,3,6-trimethyl-4-hydroxypiperidine). RXN SMILES: [CH2:1]([C:3]1([CH3:14])[CH:8]([CH3:9])[C:7](=[O:10])[CH2:6][C:5]([CH2:12][CH3:13])([CH3:11])[NH:4]1)[CH3:2].C(O)C>>[CH2:1]([C:3]1([CH3:14])[CH:8]([CH3:9])[CH:7]([OH:10])[CH2:6][C:5]([CH2:12][CH3:13])([CH3:11])[NH:4]1)[CH3:2]. Reported procedure: To a solution of 118.2 g (0.6 mol) 2,6-diethyl-2,3,6-trimethyl-4-oxopiperidine in 1000 ml ethanol 18.2 g (0.4 mol) sodium borohydride are added in portions and the temperature is kept below 30° C. Subsequently the solution is stirred for 2 hours at 50° C. Ethanol is distilled off, 500 ml water are added to the residue which is subsequently extracted several times with CH2Cl2. The extract is dried over Na2SO4 and the solution is filtered. After removing the solvent 116 g (97%) 2,6-diethyl-2,3,6-t...